Dataset: the Open Reaction Database (ORD), a public repository of structured organic reaction records. Task: describe an organic reaction: reactants, conditions, products, and yield Reactants: [Li+].C[Si](C)(C)[N-][Si](C)(C)C (LiHMDS), CN1CCN(CC1)C1=CC2=C(NC(=N2)CC(=O)OCC)C=C1 (ethyl [5-(4-methylpiperazin-1-yl)-1H-benzimidazol-2-yl]acetate), NC=1C=NC=CC1C#N (3-aminopyridine-4-carbonitrile). Run in C1CCOC1 (THF). Conditions: time 8 hour. Product: NC1=C(C(NC2=CN=CC=C12)=O)C1=NC2=C(N1)C=CC(=C2)N2CCN(CC2)C (4-Amino-3-[5-(4-methylpiperazin-1-yl)-1H-benzimidazol-2-yl]-1,7-naphthyridin-2(1H)-one). As a reaction SMILES: [Li+].C[Si]([N-][Si](C)(C)C)(C)C.[CH3:11][N:12]1[CH2:17][CH2:16][N:15]([C:18]2[CH:32]=[CH:31][C:21]3[NH:22][C:23]([CH2:25][C:26]([O:28]CC)=O)=[N:24][C:20]=3[CH:19]=2)[CH2:14][CH2:13]1.[NH2:33][C:34]1[CH:35]=[N:36][CH:37]=[CH:38][C:39]=1[C:40]#[N:41]>C1COCC1>[NH2:41][C:40]1[C:39]2[C:34](=[CH:35][N:36]=[CH:37][CH:38]=2)[NH:33][C:26](=[O:28])[C:25]=1[C:23]1[NH:22][C:21]2[CH:31]=[CH:32][C:18]([N:15]3[CH2:14][CH2:13][N:12]([CH3:11])[CH2:17][CH2:16]3)=[CH:19][C:20]=2[N:24]=1 |f:0.1|. Reported procedure: LiHMDS (3.6 eq) was added to ethyl [5-(4-methylpiperazin-1-yl)-1H-benzimidazol-2-yl]acetate (1.0 eq) and 3-aminopyridine-4-carbonitrile (1.0 eq) in THF at 0° C. The reaction was stirred overnight. The resulting mixture was quenched with an aqueous saturated NH4Cl solution and extracted with EtOAc. The combined organic layers were washed with H2O and brine, dried over Na2SO4, filtered, and concentrated in vacuo to yield a green solid. The crude material was washed successively with CH2Cl2 and MeO... Starting materials: NC1=CC=CC=C1 (aniline), BrC(C(=O)N=C=O)CBr (2,3-dibromopropionyl isocyanate). Run in C1=CC=CC=C1 (benzene), petroleum ether, C1=CC=CC=C1 (benzene). Conditions: temperature 12.5 celsius, time 2 hour. Product: C1(=CC=CC=C1)NC(=O)NC(C(CBr)Br)=O (N-phenyl-N'-(2,3-dibromopropionyl)-urea). As a reaction SMILES: [NH2:1][C:2]1[CH:7]=[CH:6][CH:5]=[CH:4][CH:3]=1.[Br:8][CH:9]([CH2:15][Br:16])[C:10]([N:12]=[C:13]=[O:14])=[O:11]>C1C=CC=CC=1>[C:2]1([NH:1][C:13]([NH:12][C:10](=[O:11])[CH:9]([Br:8])[CH2:15][Br:16])=[O:14])[CH:7]=[CH:6][CH:5]=[CH:4][CH:3]=1. Procedure details: 9.5 g of aniline are dissolved in 100 ml of anhydrous benzene and a solution of 26.0 g of 2,3-dibromopropionyl isocyanate in 100 ml of benzene is added dropwise with cooling at 10 to 15° C. After stirring for 2 hours, the crystal sludge is diluted with the same volume of petroleum ether, filtered, washed with petroleum ether and dried. Yield: 30.0 g, m.p: 160°-161° C.